From a dataset of the Open Reaction Database (ORD), a public repository of structured organic reaction records. describe an organic reaction: reactants, conditions, products, and yield Starting materials: CSC1=C(C=C(CO)C=C1)C(F)(F)F (4-(methylthio)-3-(trifluoromethyl)benzyl alcohol), S(=O)(Cl)Cl (thionyl chloride). Solvent: C1(=CC=CC=C1)C (toluene). Conditions: time 1 hour. Product: CSC1=C(C=C(CCl)C=C1)C(F)(F)F (4-(methylthio)-3-(trifluoromethyl)benzyl chloride). Yield: 78.2%. RXN SMILES: [CH3:1][S:2][C:3]1[CH:10]=[CH:9][C:6]([CH2:7]O)=[CH:5][C:4]=1[C:11]([F:14])([F:13])[F:12].S(Cl)([Cl:17])=O>C1(C)C=CC=CC=1>[CH3:1][S:2][C:3]1[CH:10]=[CH:9][C:6]([CH2:7][Cl:17])=[CH:5][C:4]=1[C:11]([F:14])([F:13])[F:12]. Reported procedure: To a solution of 4-(methylthio)-3-(trifluoromethyl)benzyl alcohol (3.00 g, 13.5 mmol) in toluene (15 mL) was added thionyl chloride (1.18 mL, 16.2 mmol) at room temperature, and the resulting mixture was stirred for 1 hr. The reaction mixture was concentrated under reduced pressure. The residue was purified by basic silica gel column chromatography (hexane/ethyl acetate=10/1), and crystallized from hexane to give the title compound (2.54 g, yield 78%) as colorless crystals. Starting materials: FC(C1=CC=C(C=O)C=C1)(F)F (4-trifluoromethylbenzaldehyde), [OH-].[Na+] (sodium hydroxide), [Cl-].OCC[NH+](CCCCCCCC\C=C/CCCCCCCCC)CCO (bis(2-hydroxyethyl)methyloleylammonium chloride), Cl (hydrochloric acid). The solvent is CCCCCCC (heptane), O (water), CCCCCCC (heptane), CC(=O)C (acetone), C(C)(C)O (isopropyl alcohol). Conditions: temperature 40 celsius, time 2 hour. Yields the product FC(C1=CC=C(C=C1)C=CC(C=CC1=CC=C(C=C1)C(F)(F)F)=O)(F)F (1,5-bis(α,α,α-trifluoro-p-tolyl)-1,4-pentadien-3-one). The yield is 99.6%. Reaction SMILES: [F:1][C:2]([F:12])([F:11])[C:3]1[CH:10]=[CH:9][C:6]([CH:7]=O)=[CH:5][CH:4]=1.[OH-:13].[Na+].[Cl-].OCC[NH+](CCO)CCCCCCCC/C=[CH:29]\[CH2:30][CH2:31][CH2:32][CH2:33][CH2:34][CH2:35][CH2:36][CH2:37][CH3:38].Cl>CCCCCCC.C(O)(C)C.CC(C)=O.O>[F:1][C:2]([F:12])([F:11])[C:3]1[CH:10]=[CH:9][C:6]([CH:7]=[CH:38][C:37](=[O:13])[CH:36]=[CH:35][C:34]2[CH:29]=[CH:30][C:31]([C:2]([F:12])([F:11])[F:1])=[CH:32][CH:33]=2)=[CH:5][CH:4]=1 |f:1.2,3.4|. Procedure details: A mixture of 4-trifluoromethylbenzaldehyde (65.2 g; 0.369 mol), heptane (70 ml), 10% sodium hydroxide solution (15 g) and water (30 ml) is stirred under a nitrogen atmosphere and heated to 40° C. Next, a solution of acetone (10.7 g) and of bis(2-hydroxyethyl)methyloleylammonium chloride (1.6 g) in heptane (30 ml) is added dropwise over three hours at the above temperature. After the addition is completed, the mixture is stirred at 40° C. to 45° C. for two hours. After two hours, isopropyl alcoho... Reactants: [N+](=O)([O-])C1=CC=C(OC(=O)Cl)C=C1 (p-nitrophenoxycarbonylchloride), N1=CC(=CC=C1)[C@H](C)O ((S)-1-(3-pyridyl)ethanol), CN1CCOCC1 (4-methylmorpholine). Solvent: C(Cl)Cl (methylene chloride), C(Cl)Cl (methylene chloride), C(Cl)Cl (methylene chloride). Conditions: temperature 0 celsius, time 3.5 hour. Product: [N+](=O)([O-])C1=CC=C(OC(=O)O[C@@H](C)C=2C=NC=CC2)C=C1 ((S)-3-(1-(p-Nitrophenoxycarbonyloxy)ethyl)pyridine). As a reaction SMILES: [N+:1]([C:4]1[CH:13]=[CH:12][C:7]([O:8][C:9](Cl)=[O:10])=[CH:6][CH:5]=1)([O-:3])=[O:2].[N:14]1[CH:19]=[CH:18][CH:17]=[C:16]([C@@H:20]([OH:22])[CH3:21])[CH:15]=1.CN1CCOCC1>C(Cl)Cl>[N+:1]([C:4]1[CH:13]=[CH:12][C:7]([O:8][C:9]([O:22][C@H:20]([C:16]2[CH:15]=[N:14][CH:19]=[CH:18][CH:17]=2)[CH3:21])=[O:10])=[CH:6][CH:5]=1)([O-:3])=[O:2]. Reported procedure: A 534 mg (2.65 mmol) sample of p-nitrophenoxycarbonylchloride in methylene chloride was added to a solution of 74 mg (0.606 mmol) of (S)-1-(3-pyridyl)ethanol and 0.080 mL of 4-methylmorpholine in 2 mL of methylene chloride cooled in an ice bath. The mixture was stirred at 0° C. for 3.5 hours. The mixture was diluted with methylene chloride, which was washed with water, dried and concentrated. The crude produce was chromatographed on silica gel, eluting with 50% and 90% ethyl acetate in hexane. T...